The task is: describe an organic reaction: reactants, conditions, products, and yield. This data is from the Open Reaction Database (ORD), a public repository of structured organic reaction records. Solvent: C(C)(=O)O (acetic acid). Procedure: A solution of 3.40 g of 2-[4-(p-nitrobenzyl)-1-piperazinyl]-8-ethyl-5,8-dihydro-5-oxopyrido[2,3-d]pyrimidine-6-carboxylic acid in 200 ml of acetic acid was hydrogenated over 0.55 g of 5% palladium-on-charcoal catalyst at room temperature until 3 mole equivalents of hydrogen were absorbed. The catalyst was removed by filtration and the filtrate was concentrated to dryness under reduced pressure. To the residue was added 30 ml of water and the resulting solution was neutralized with a saturated so... As a reaction SMILES: [N+:1]([C:4]1[CH:32]=[CH:31][C:7]([CH2:8][N:9]2[CH2:14][CH2:13][N:12]([C:15]3[N:16]=[CH:17][C:18]4[C:24](=[O:25])[C:23]([C:26]([OH:28])=[O:27])=[CH:22][N:21]([CH2:29][CH3:30])[C:19]=4[N:20]=3)[CH2:11][CH2:10]2)=[CH:6][CH:5]=1)([O-])=O.[H][H]>C(O)(=O)C.[Pd]>[NH2:1][C:4]1[CH:5]=[CH:6][C:7]([CH2:8][N:9]2[CH2:14][CH2:13][N:12]([C:15]3[N:16]=[CH:17][C:18]4[C:24](=[O:25])[C:23]([C:26]([OH:28])=[O:27])=[CH:22][N:21]([CH2:29][CH3:30])[C:19]=4[N:20]=3)[CH2:11][CH2:10]2)=[CH:31][CH:32]=1. Product: NC1=CC=C(CN2CCN(CC2)C=2N=CC3=C(N2)N(C=C(C3=O)C(=O)O)CC)C=C1 (2-[4-(p-Aminobenzyl)-1-piperazinyl]-8-ethyl-5,8-dihydro-5-oxopyrido[2,3-d]pyrimidine-6-carboxylic acid). The reagents and catalysts are [Pd] (palladium-on-charcoal). Reactants: [N+](=O)([O-])C1=CC=C(CN2CCN(CC2)C=2N=CC3=C(N2)N(C=C(C3=O)C(=O)O)CC)C=C1 (2-[4-(p-nitrobenzyl)-1-piperazinyl]-8-ethyl-5,8-dihydro-5-oxopyrido[2,3-d]pyrimidine-6-carboxylic acid), [H][H] (hydrogen). The reactants are OCC1=CC=2NC([C@H]3N(C2N=C1)CCC3)=O ((S)-3-(hydroxymethyl)-6a,7,8,9-tetrahydropyrido[3,2-e]pyrrolo[1,2-a]pyrazin-6(5H)-one), C(C)(C)N(C(C)C)CC (N,N-diisopropylethylamine), Cl.FC=1C=C(C(=O)NC)C=CC1N1CCNCC1 (3-fluoro-N-methyl-4-(piperazin-1-yl)benzamide hydrochloride), [I-].C(#N)C[P+](C)(C)C ((cyanomethyl)trimethylphosphonium iodide). The solvent is C(CC)#N (propiononitrile). Reaction conditions: temperature 105 celsius. Product: FC=1C=C(C(=O)NC)C=CC1N1CCN(CC1)CC1=CC=2NC([C@H]3N(C2N=C1)CCC3)=O ((S)-3-fluoro-N-methyl-4-(4-((6-oxo-5,6,6a,7,8,9-hexahydropyrido[3,2-e]pyrrolo[1,2-a]pyrazin-3-yl)methyl)piperazin-1-yl)benzamide). The yield is 64.3%. RXN SMILES: O[CH2:2][C:3]1[CH:12]=[N:11][C:10]2[N:9]3[CH2:13][CH2:14][CH2:15][C@H:8]3[C:7](=[O:16])[NH:6][C:5]=2[CH:4]=1.Cl.[F:18][C:19]1[CH:20]=[C:21]([CH:26]=[CH:27][C:28]=1[N:29]1[CH2:34][CH2:33][NH:32][CH2:31][CH2:30]1)[C:22]([NH:24][CH3:25])=[O:23].[I-].C(C[P+](C)(C)C)#N.C(N(CC)C(C)C)(C)C>C(#N)CC>[F:18][C:19]1[CH:20]=[C:21]([CH:26]=[CH:27][C:28]=1[N:29]1[CH2:30][CH2:31][N:32]([CH2:2][C:3]2[CH:12]=[N:11][C:10]3[N:9]4[CH2:13][CH2:14][CH2:15][C@H:8]4[C:7](=[O:16])[NH:6][C:5]=3[CH:4]=2)[CH2:33][CH2:34]1)[C:22]([NH:24][CH3:25])=[O:23] |f:1.2,3.4|. Reported procedure: (S)-3-(hydroxymethyl)-6a,7,8,9-tetrahydropyrido[3,2-e]pyrrolo[1,2-a]pyrazin-6(5H)-one (100 mg, 0.456 mmol), 3-fluoro-N-methyl-4-(piperazin-1-yl)benzamide hydrochloride (125 mg, 0.456 mmol), (cyanomethyl)trimethylphosphonium iodide (166 mg, 0.684 mmol) and N,N-diisopropylethylamine (0.398 ml, 2.281 mmol) were suspended in propiononitrile (Volume: 1.370 ml) and heated in a closed vial at 90-120° C. for 4 h. The reaction mixture became a dark brown solution. It was cooled to room temperature, conce... Starting materials: CC(C)(C)OC(=O)N1CCC(Oc2ccc([N+](=O)[O-])nc2)CC1, C1CCOC1, [Pd]. Product: CC(C)(C)OC(=O)N1CCC(Oc2ccc(N)nc2)CC1. Reaction SMILES: [C:1]([CH3:2])([CH3:3])([CH3:4])[O:5][C:6](=[O:7])[N:8]1[CH2:9][CH2:10][CH:11]([O:14][c:15]2[cH:16][n:17][c:18]([N+:21]([O-:22])=[O:23])[cH:19][cH:20]2)[CH2:12][CH2:13]1.[O:25]1[CH2:26][CH2:27][CH2:28][CH2:29]1.[Pd:24]>>[C:1]([CH3:2])([CH3:3])([CH3:4])[O:5][C:6](=[O:7])[N:8]1[CH2:9][CH2:10][CH:11]([O:14][c:15]2[cH:16][n:17][c:18]([NH2:21])[cH:19][cH:20]2)[CH2:12][CH2:13]1.